This data is from the Open Reaction Database (ORD), a public repository of structured organic reaction records. The task is: describe an organic reaction: reactants, conditions, products, and yield Starting materials: Cl (hydrogen chloride), NC(CNC(OCC1=CC=CC=C1)=O)COC(C)C (rac-Benzyl (2-amino-3-isopropoxypropyl)carbamate), C1=CCCCC1 (cyclohexene). The reagents and catalysts are [Pd] (palladium on activated carbon). Solvent: C(C)O (ethanol), C(C)OCC (diethyl ether), C(C)O (ethanol). Yields the product Cl.Cl.C(C)(C)OCC(CN)N (rac-3-Isopropoxypropane-1,2-diamine dihydrochloride). RXN SMILES: [NH2:1][CH:2]([CH2:15][O:16][CH:17]([CH3:19])[CH3:18])[CH2:3][NH:4]C(=O)OCC1C=CC=CC=1.C1CCCCC=1.[ClH:26]>C(O)C.[Pd].C(OCC)C>[ClH:26].[ClH:26].[CH:17]([O:16][CH2:15][CH:2]([NH2:1])[CH2:3][NH2:4])([CH3:19])[CH3:18] |f:6.7.8|. Procedure: Under argon, 218 mg (0.71 mmol, 87% pure) rac-benzyl (2-amino-3-isopropoxypropyl)carbamate from Example 76A were initially charged in ethanol (5.0 ml), and 76 mg (0.07 mmol) of 10% palladium on activated carbon and 2.2 ml (21.36 mmol) of cyclohexene were added. The reaction mixture was stirred under reflux overnight. The mixture was then filtered through a Millipore® filter, the filter cake was washed with ethanol, 0.7 ml (1.42 mmol) of 2 M hydrogen chloride in diethyl ether were added to the fi... The reactants are OC=1C=CC(=C(C1)\C=C\C(CC(\C=C\C1=C(C=CC(=C1)O)OC)=O)=O)OC ((1E,6E)-1,7-bis(5-hydroxy-2-methoxyphenyl)hepta-1,6-diene-3,5-dione), CN(C1=CC=C(C=C1)\C=C\C(CC(\C=C\C1=CC(=C(C=C1)O)OC)=O)=O)C ((1E,6E)-1-(4-dimethylaminophenyl)-7-(4-hydroxy-3-methoxyphenyl)hepta-1,6-diene-3,5-dione). Yields the product OC=1C=CC(=C(C1)CCC(CC(CCC1=C(C=CC(=C1)O)OC)=O)=O)OC (1,7-bis(5-hydroxy-2-methoxyphenyl)heptane-3,5-dione), solid. The yield is 73.0%. As a reaction SMILES: [OH:1][C:2]1[CH:3]=[CH:4][C:5]([O:26][CH3:27])=[C:6](/[CH:8]=[CH:9]/[C:10](=[O:25])[CH2:11][C:12](=[O:24])/[CH:13]=[CH:14]/[C:15]2[CH:20]=[C:19]([OH:21])[CH:18]=[CH:17][C:16]=2[O:22][CH3:23])[CH:7]=1.CN(C)C1C=CC(/C=C/C(=O)CC(=O)/C=C/C2C=CC(O)=C(OC)C=2)=CC=1>>[OH:21][C:19]1[CH:18]=[CH:17][C:16]([O:22][CH3:23])=[C:15]([CH2:14][CH2:13][C:12](=[O:24])[CH2:11][C:10](=[O:25])[CH2:9][CH2:8][C:6]2[CH:7]=[C:2]([OH:1])[CH:3]=[CH:4][C:5]=2[O:26][CH3:27])[CH:20]=1. Procedure: The title compound was synthesized using the same procedure employed for Example 372, but with (1E,6E)-1,7-bis(5-hydroxy-2-methoxyphenyl)hepta-1,6-diene-3,5-dione (19 mg, 52 μmol, synthesized in Example 255) as the starting material instead of (1E,6E)-1-(4-dimethylaminophenyl)-7-(4-hydroxy-3-methoxyphenyl)hepta-1,6-diene-3,5-dione, and was purified by silica gel column chromatography eluting with hexane/ethyl acetate=60/40 to 50/50. The product was obtained as a solid (14.0 mg, 73%) having the f... Starting materials: ( U ), N[C@@H](CO)C(=O)O (L-serine), C(CCCCCCCCCCCCCCC)OP(=O)(O)OCC[N+](C)(C)C (n-hexadecylphosphonocholine), C(C)OCC.C(Cl)(Cl)Cl (diethyl ether chloroform), C(CN(CC(=O)O)CC(=O)O)N(CC(=O)O)CC(=O)O (EDTA). Product: C(CCCCCCCCCCCCCCC)OP(=O)(O)OC[C@H](N)C(=O)O (n-hexadecylphosphono-L-serine). The yield is 16.3%. Procedure: 0.8 g of L-serine (7.6 mmol) is dissolved in 1.52 ml of 0.1M acetate buffer (pH 5.6), which is 0.09M in CaCl2, at 45° C. 31 mg (0.075 mmol) of n-hexadecylphosphonocholine, 1.6 ml of diethyl ether/chloroform (9:1, v/v, ethanol-free) and 200 mg of a phospholipase D enzyme preparation which has been prepared from white cabbage and has an activity of 0.9 U/ml (1 unit (U) converts 1 μmol of substrate per minute at 27° C.) in the reaction mixture, are added to this solution. The mixture is stirred at ... The solvent is C(C)(=O)[O-] (acetate), [Cl-].[Cl-].[Ca+2] (CaCl2). Reaction SMILES: [NH2:1][C@H:2]([C:5]([OH:7])=[O:6])[CH2:3][OH:4].[CH2:8]([O:24][P:25](OCC[N+](C)(C)C)([OH:27])=[O:26])[CH2:9][CH2:10][CH2:11][CH2:12][CH2:13][CH2:14][CH2:15][CH2:16][CH2:17][CH2:18][CH2:19][CH2:20][CH2:21][CH2:22][CH3:23].C(OCC)C.C(Cl)(Cl)Cl.C(N(CC(O)=O)CC(O)=O)CN(CC(O)=O)CC(O)=O>C([O-])(=O)C.[Cl-].[Cl-].[Ca+2]>[CH2:8]([O:24][P:25]([O:4][CH2:3][C@@H:2]([C:5]([OH:7])=[O:6])[NH2:1])([OH:27])=[O:26])[CH2:9][CH2:10][CH2:11][CH2:12][CH2:13][CH2:14][CH2:15][CH2:16][CH2:17][CH2:18][CH2:19][CH2:20][CH2:21][CH2:22][CH3:23] |f:2.3,6.7.8|. Reaction conditions: temperature 45 celsius, time 2.2 hour. Starting materials: COCCO[AlH2-]OCCOC, CC(C)=O, CCOC(=O)c1cccc(OC(F)(F)C(F)F)n1, [Na+], C1CCOC1, O. The product is OCc1cccc(OC(F)(F)C(F)F)n1. RXN SMILES: [CH3:20][O:21][CH2:22][CH2:23][O:24][AlH2-:25][O:26][CH2:27][CH2:28][O:29][CH3:30].[CH3:31][C:32](=[O:33])[CH3:34].[F:1][C:2]([CH:3]([F:4])[F:5])([O:6][c:7]1[cH:8][cH:9][cH:10][c:11]([C:13](=[O:14])[O:15][CH2:16][CH3:17])[n:12]1)[F:18].[Na+:19].[O:36]1[CH2:37][CH2:38][CH2:39][CH2:40]1.[OH2:35]>>[F:1][C:2]([CH:3]([F:4])[F:5])([O:6][c:7]1[cH:8][cH:9][cH:10][c:11]([CH2:13][OH:14])[n:12]1)[F:18]. Reactants: NC1=NN(C=C1C(N)=O)C1C(CC(CC1)C(=O)OC(C)(C)C)C#N (t-butyl 4-(3-amino-4-carbamoyl-1H-pyrazol-1-yl)-3-cyanocyclohexane-1-carboxylate), BrC1=CC=C(C=C1)Cl (1-bromo-4-chlorobenzene), CC(=O)[O-].[K+] (KOAc), C(Cl)(Cl)Cl (CHCl3), CC(C)C1=CC(=C(C(=C1)C(C)C)C2=CC=CC=C2P(C(C)(C)C)C(C)(C)C)C(C)C (t-Butyl X-Phos), N#N (N2). Reagents/catalysts: C=1C=CC(=CC1)/C=C/C(=O)/C=C/C2=CC=CC=C2.C=1C=CC(=CC1)/C=C/C(=O)/C=C/C2=CC=CC=C2.C=1C=CC(=CC1)/C=C/C(=O)/C=C/C2=CC=CC=C2.[Pd].[Pd] (Pd2(dba)3). Solvent: C(C)(C)O (iso-propanol). Run at temperature 85 celsius, time 16 hour. Product: C(N)(=O)C=1C(=NN(C1)C1C(CC(CC1)C(=O)OC(C)(C)C)C#N)NC1=CC=C(C=C1)Cl (tert-Butyl 4-(4-carbamoyl-3-((4-chlorophenyl)amino)-1H-pyrazol-1-yl)-3-cyanocyclohexanecarboxylate). As a reaction SMILES: [NH2:1][C:2]1[C:6]([C:7](=[O:9])[NH2:8])=[CH:5][N:4]([CH:10]2[CH2:15][CH2:14][CH:13]([C:16]([O:18][C:19]([CH3:22])([CH3:21])[CH3:20])=[O:17])[CH2:12][CH:11]2[C:23]#[N:24])[N:3]=1.Br[C:26]1[CH:31]=[CH:30][C:29]([Cl:32])=[CH:28][CH:27]=1.CC([O-])=O.[K+].C(Cl)(Cl)Cl.CC(C1C=C(C(C)C)C(C2C(P(C(C)(C)C)C(C)(C)C)=CC=CC=2)=C(C(C)C)C=1)C.N#N>C(O)(C)C.C1C=CC(/C=C/C(/C=C/C2C=CC=CC=2)=O)=CC=1.C1C=CC(/C=C/C(/C=C/C2C=CC=CC=2)=O)=CC=1.C1C=CC(/C=C/C(/C=C/C2C=CC=CC=2)=O)=CC=1.[Pd].[Pd]>[C:7]([C:6]1[C:2]([NH:1][C:26]2[CH:31]=[CH:30][C:29]([Cl:32])=[CH:28][CH:27]=2)=[N:3][N:4]([CH:10]2[CH2:15][CH2:14][CH:13]([C:16]([O:18][C:19]([CH3:21])([CH3:20])[CH3:22])=[O:17])[CH2:12][CH:11]2[C:23]#[N:24])[CH:5]=1)(=[O:9])[NH2:8] |f:2.3,8.9.10.11.12|. Reported procedure: A solution of (1S,3S,4S and 1R,3R,4R)-t-butyl 4-(3-amino-4-carbamoyl-1H-pyrazol-1-yl)-3-cyanocyclohexane-1-carboxylate (Intermediate #47-4, 11 g, 33 mmol), 1-bromo-4-chlorobenzene (9.2 g, 48 mmol), KOAc (9.4 g, 96 mmol), Pd2(dba)3.CHCl3 (4.9 g, 5.0 mmol) and t-Butyl X-Phos (4.1 g, 10 mmol) in iso-propanol (100 mL) was degassed with bubbling N2 gas for 15 minutes and then stirred at 85° C. under nitrogen for 16 hours, and then concentrated in vacuo. The crude residue was purified by MPLC on Silic... Starting materials: CC1=C(C=C(C=C1)C)N1CCNCC1 (1-(2,5-dimethylphenyl)piperazine), C1(=C(C=CC=C1)CN1CCN(CC1)C1=CC=CC=C1)C1=CC=CC=C1 (1-(biphenyl-2-ylmethyl)-4-phenylpiperazine), C1(=CC(=CC=C1)C=O)C1=CC=CC=C1 (biphenyl-3-carbaldehyde), [BH-](OC(=O)C)(OC(=O)C)OC(=O)C.[Na+] (NaBH(OAc)3). Product: C1(=CC(=CC=C1)CN1CCN(CC1)C1=C(C=CC(=C1)C)C)C1=CC=CC=C1 (1-(biphenyl-3-ylmethyl)-4-(2,5-dimethylphenyl)piperazine). Reaction SMILES: [CH3:1][C:2]1[CH:7]=[CH:6][C:5]([CH3:8])=[CH:4][C:3]=1[N:9]1[CH2:14][CH2:13][NH:12][CH2:11][CH2:10]1.[C:15]1([C:23]2[CH:28]=[CH:27][CH:26]=[CH:25][CH:24]=2)[CH:20]=[CH:19][CH:18]=[C:17]([CH:21]=O)[CH:16]=1.[BH-](OC(C)=O)(OC(C)=O)OC(C)=O.[Na+].C1(C2C=CC=CC=2)C=CC=CC=1CN1CCN(C2C=CC=CC=2)CC1>>[C:15]1([C:23]2[CH:24]=[CH:25][CH:26]=[CH:27][CH:28]=2)[CH:20]=[CH:19][CH:18]=[C:17]([CH2:21][N:12]2[CH2:11][CH2:10][N:9]([C:3]3[CH:4]=[C:5]([CH3:8])[CH:6]=[CH:7][C:2]=3[CH3:1])[CH2:14][CH2:13]2)[CH:16]=1 |f:2.3|. Reported procedure: 62.1 mg of the target compound (0.17 mmol, 21.2%) was obtained using 1-(2,5-dimethylphenyl)piperazine (312 mg, 1.64 mmol), biphenyl-3-carbaldehyde (150 mg, 0.82 mmol) and NaBH(OAc)3 (529 mg, 2.46 mmol) according to the synthesis method of Compound 1. The product is Nc1ccc(Br)cc1C=O. The reactants are Cc1cc(Br)ccc1[N+](=O)[O-], COC(=O)c1ccc(N)c(C=O)c1. Reaction SMILES: [Br:14][c:15]1[cH:16][cH:17][c:18]([N+:19]([O-:20])=[O:21])[c:22]([CH3:23])[cH:24]1.[CH3:1][O:2][C:3]([c:4]1[cH:5][c:6]([CH:11]=[O:12])[c:7]([NH2:10])[cH:8][cH:9]1)=[O:13]>>[c:4]1([Br:14])[cH:5][c:6]([CH:11]=[O:12])[c:7]([NH2:10])[cH:8][cH:9]1. Starting materials: NC=1SC=2CN(CCC2N1)C(=O)OC(C)(C)C (tert-butyl 2-amino-6,7-dihydrothiazolo[5,4-c]pyridine-5(4H)-carboxylate), C(C)(=O)Cl (acetyl chloride), O (water). The solvent is N1=CC=CC=C1 (pyridine). Run at temperature 50 celsius, time 30 minute. Product: C(C)(=O)NC=1SC=2CN(CCC2N1)C(=O)OC(C)(C)C (tert-butyl 2-acetamido-6,7-dihydrothiazolo[5,4-c]pyridine-5(4H)-carboxylate). Reaction SMILES: [NH2:1][C:2]1[S:3][C:4]2[CH2:5][N:6]([C:11]([O:13][C:14]([CH3:17])([CH3:16])[CH3:15])=[O:12])[CH2:7][CH2:8][C:9]=2[N:10]=1.[C:18](Cl)(=[O:20])[CH3:19].O>N1C=CC=CC=1>[C:18]([NH:1][C:2]1[S:3][C:4]2[CH2:5][N:6]([C:11]([O:13][C:14]([CH3:17])([CH3:16])[CH3:15])=[O:12])[CH2:7][CH2:8][C:9]=2[N:10]=1)(=[O:20])[CH3:19]. Reported procedure: As shown in step 10-ii of Scheme 10, to Compound 1033 (10.0 g) in pyridine (80 mL) was added acetyl chloride (4.2 mL). After stirring at 50° C. for 30 min, water (200 mL) was added. The resulting solid was collected by filtration and washed with water (2×) gave tert-butyl 2-acetamido-6,7-dihydrothiazolo[5,4-c]pyridine-5(4H)-carboxylate (Compound 1034, 10.873 g).